Dataset: the Open Reaction Database (ORD), a public repository of structured organic reaction records. Task: describe an organic reaction: reactants, conditions, products, and yield Starting materials: C(CCCCCCCCC)NC(C=CC1=CC(=CC=C1)N)=O (N-decyl-3-(3-aminophenyl)propenamide), C(C(=C)CC(=O)O)(=O)O (itaconic acid). Run in C(C)(=O)OCC (ethyl acetate). The product is C(CCCCCCCCC)NC(C=CC1=CC(=CC=C1)N1C(CC(C1)C(=O)O)=O)=O (N-Decyl-3-[3-(4-carboxy-2-oxo-pyrrolidino)phenyl]propenamide). As a reaction SMILES: [CH2:1]([NH:11][C:12](=[O:22])[CH:13]=[CH:14][C:15]1[CH:20]=[CH:19][CH:18]=[C:17]([NH2:21])[CH:16]=1)[CH2:2][CH2:3][CH2:4][CH2:5][CH2:6][CH2:7][CH2:8][CH2:9][CH3:10].[C:23]([OH:31])(=[O:30])[C:24]([CH2:26][C:27](O)=[O:28])=[CH2:25]>C(OCC)(=O)C>[CH2:1]([NH:11][C:12](=[O:22])[CH:13]=[CH:14][C:15]1[CH:20]=[CH:19][CH:18]=[C:17]([N:21]2[CH2:25][CH:24]([C:23]([OH:31])=[O:30])[CH2:26][C:27]2=[O:28])[CH:16]=1)[CH2:2][CH2:3][CH2:4][CH2:5][CH2:6][CH2:7][CH2:8][CH2:9][CH3:10]. Reported procedure: A mixture of 9.0 g. of N-decyl-3-(3-aminophenyl)propenamide and 3.9 g. of itaconic acid was heated as a melt at 140°-145° C. for 1 hour, and then ca. 70 ml. of ethyl acetate was added to the hot mass. The resulting mixture was stirred, and a solid appeared. The mixture was cooled to room temperature, and the solid was recovered by filtration to give 9.5 g. of the title compound. This product was recrystallized from acetonitrile to give 8.4 g. (69% yield) of product having a melting point of 152.... The reactants are COC=1C=C(C=CC1OC)C1(CNCC1)CCO (3-(3,4-dimethoxyphenyl)-3-(2-hydroxyethyl)pyrrolidine), COC=1C=C(C(=O)Cl)C=C(C1OC)OC (3,4,5-trimethoxybenzoyl chloride), ClCCl.CO (dichloromethane methanol), CN1CCOCC1 (N-methylmorpholine). Procedure details: Combine 3-(3,4-dimethoxyphenyl)-3-(2-hydroxyethyl)pyrrolidine (2.27 g, 9.03 mmol) and N-methylmorpholine (2.48 mL, 22.6 mmol) in anhydrous dichloromethane (100 mL). Cool the reaction mixture to −5° C. with an salt-ice bath. Slowly, add 3,4,5-trimethoxybenzoyl chloride (2.2 g, 9.5 mmol) as a solution in dichloromethane (30 mL). Warm to ambient temperature. After 18 hours, extract the reaction mixture with a saturated solution of potassium carbonate. Dry the organic layer over Na2SO4, filter, and ... Run at temperature -5 celsius, time 18 hour. The solvent is ClCCl (dichloromethane), ClCCl (dichloromethane), C(C)(=O)OCC.CO (ethyl acetate methanol), C(C)(=O)OCC.CO (ethyl acetate methanol), ClCCl (dichloromethane). The product is COC=1C=C(C(=O)N2CC(CC2)(CCO)C2=CC(=C(C=C2)OC)OC)C=C(C1OC)OC (1-(3,4,5-trimethoxybenzoyl)-3-(3,4-dimethoxyphenyl)-3-(2-hydroxyethyl)pyrrolidine). Reaction SMILES: [CH3:1][O:2][C:3]1[CH:4]=[C:5]([C:11]2([CH2:16][CH2:17][OH:18])[CH2:15][CH2:14][NH:13][CH2:12]2)[CH:6]=[CH:7][C:8]=1[O:9][CH3:10].CN1CCOCC1.[CH3:26][O:27][C:28]1[CH:29]=[C:30]([CH:34]=[C:35]([O:39][CH3:40])[C:36]=1[O:37][CH3:38])[C:31](Cl)=[O:32].ClCCl.CO>ClCCl.C(OCC)(=O)C.CO>[CH3:40][O:39][C:35]1[CH:34]=[C:30]([CH:29]=[C:28]([O:27][CH3:26])[C:36]=1[O:37][CH3:38])[C:31]([N:13]1[CH2:14][CH2:15][C:11]([C:5]2[CH:6]=[CH:7][C:8]([O:9][CH3:10])=[C:3]([O:2][CH3:1])[CH:4]=2)([CH2:16][CH2:17][OH:18])[CH2:12]1)=[O:32] |f:3.4,6.7|.